This data is from the Open Reaction Database (ORD), a public repository of structured organic reaction records. The task is: describe an organic reaction: reactants, conditions, products, and yield Reactants: CCCCC1=NC=C(N1CC=2C=CC(=CC2)C(=O)O)/C=C(\CC3=CC=CS3)/C(=O)O (eprosartan). The solvent is C(C)(=O)O (acetic acid). Reaction conditions: temperature 27.5 celsius. Product: CCCCC1=NC=C(N1CC=2C=CC(=CC2)C(=O)O)/C=C(\CC3=CC=CS3)/C(=O)O.C(C)(=O)[O-] (eprosartan acetate). Yield: 105.3%. As a reaction SMILES: [CH3:1][CH2:2][CH2:3][CH2:4][C:5]1[N:9]([CH2:10][C:11]2[CH:12]=[CH:13][C:14]([C:17]([OH:19])=[O:18])=[CH:15][CH:16]=2)[C:8](/[CH:20]=[C:21](/[C:28]([OH:30])=[O:29])\[CH2:22][C:23]2[S:27][CH:26]=[CH:25][CH:24]=2)=[CH:7][N:6]=1>C(O)(=O)C>[CH3:1][CH2:2][CH2:3][CH2:4][C:5]1[N:9]([CH2:10][C:11]2[CH:12]=[CH:13][C:14]([C:17]([OH:19])=[O:18])=[CH:15][CH:16]=2)[C:8](/[CH:20]=[C:21](/[C:28]([OH:30])=[O:29])\[CH2:22][C:23]2[S:27][CH:26]=[CH:25][CH:24]=2)=[CH:7][N:6]=1.[C:17]([O-:19])(=[O:18])[CH3:14] |f:2.3|. Procedure: Crude eprosartan free base (50 gm, HPLC purity: 98.2%) is added to acetic acid (200 ml) under stirring at 25-30° C., the contents are heated to 80° C., to the resulting mass is added activated carbon (5 gm) and then stirred for 1 hour. The mass is filtered through a hyflow bed and the bed washed with hot acetic acid (50 ml). The filtrate is cooled to 25-30° C., methylene chloride (750 ml) is added drop wise to the mass and then stirred for 24 hours at 25-30° C. The mass is cooled to 0-5° C. and ... Reactants: C(=O)[O-].[NH4+] (Ammonium formate), COC(C1=CC=C(C=C1)NC1CCN(CC1)CC1=CC=CC=C1)=O (4-(1-Benzylpiperidin-4-ylamino)benzoic Acid Methyl Ester). Run in C(C)O (ethanol). Reaction conditions: temperature 80 celsius, time 30 minute. Yields the product COC(C1=CC=C(C=C1)NC1CCNCC1)=O (4-(Piperidin-4-ylamino)benzoic Acid Methyl Ester). Yield: 94.6%. Reaction SMILES: C([O-])=O.[NH4+].[CH3:5][O:6][C:7](=[O:28])[C:8]1[CH:13]=[CH:12][C:11]([NH:14][CH:15]2[CH2:20][CH2:19][N:18](CC3C=CC=CC=3)[CH2:17][CH2:16]2)=[CH:10][CH:9]=1>C(O)C>[CH3:5][O:6][C:7](=[O:28])[C:8]1[CH:9]=[CH:10][C:11]([NH:14][CH:15]2[CH2:20][CH2:19][NH:18][CH2:17][CH2:16]2)=[CH:12][CH:13]=1 |f:0.1|. Procedure details: Ammonium formate (4.2 g, 66 mmol) was added to a solution of 46 (2.3 g, 6.9 mmol) in 100 mL of absolute ethanol. The mixture was purged with argon then palladium (0.8 g, 5% on activated carbon) was added. The resulting mixture was heated to 80° C. and maintained at that temperature for 12 h. After cooling to 25° C., the mixture was filtered through celite and the filtrate was concentrated under reduced pressure. The residue was cooled to 0° C., saturated NaHCO3 (100 mL) was added and the resulti... Starting materials: [Al+3], Cl, [H-], [H-], [H-], [H-], [Li+], CCOC(=O)c1cnc(NC(=N)N)s1, [Na+], C1CCOC1, [OH-], O. Product: N=C(N)Nc1ncc(CO)s1. RXN SMILES: [Al+3:17].[ClH:1].[H-:16].[H-:19].[H-:20].[H-:21].[Li+:18].[NH:2]([C:3](=[NH:4])[NH2:5])[c:6]1[s:7][c:8]([C:11](=[O:12])[O:13][CH2:14][CH3:15])[cH:9][n:10]1.[Na+:24].[O:25]1[CH2:26][CH2:27][CH2:28][CH2:29]1.[OH-:23].[OH2:22]>>[NH:2]([C:3](=[NH:4])[NH2:5])[c:6]1[s:7][c:8]([CH2:11][OH:12])[cH:9][n:10]1. Reactants: C([O-])(O)=O.[Na+] (sodium bicarbonate), 2,3-trans-1,2,3,4-tetrahydro-5-[2-hydroxy-3-(substituted-amino)propoxy]-2,3-naphthalenediol, C1=C(C(=CC2=CC=CC=C12)O)O (2,3-naphthalenediol), C1(=CC=CC=2CC=CCC12)O (5,8-dihydro-1-naphthol), C1(=CC=CC=2CC=CCC12)O (5,8-dihydro-1-naphthol), ClC1=CC(=CC=C1)C(=O)OO (m-chloroperbenzoic acid). Run in C(C)OCC (ethyl ether), C(C)(=O)OCC (ethyl acetate). Yields the product O1C2CC=3C=CC=C(C3CC21)O (5,6,7,8-tetrahydro-6,7-epoxy-1-naphthol). As a reaction SMILES: [CH:1]1[C:10]2[C:5](=[CH:6][CH:7]=[CH:8][CH:9]=2)[CH:4]=[C:3](O)[C:2]=1[OH:12].C1([OH:23])C2CC=CCC=2C=CC=1.ClC1C=CC=C(C(OO)=O)C=1.C(=O)(O)[O-].[Na+]>C(OCC)(=O)C.C(OCC)C>[O:12]1[CH:2]2[CH:3]1[CH2:4][C:5]1[CH:6]=[CH:7][CH:8]=[C:9]([OH:23])[C:10]=1[CH2:1]2 |f:3.4|. Procedure details: Alternatively, the 2,3-trans-1,2,3,4-tetrahydro-5-[2-hydroxy-3-(substituted-amino)propoxy]-2,3-naphthalenediol isomer XXVII can be prepared from a 5,8-dihydro-1-naphthol of the structure ##STR34## prepared as described hereinbefore, by mixing a cooled solution (temperature less than about 30° C.) of 5,8-dihydro-1-naphthol in ethyl acetate with m-chloroperbenzoic acid and mixing the resulting slurry with a mixture of ethyl ether and aqueous sodium bicarbonate, to form 5,6,7,8-tetrahydro-6,7-epoxy... RXN SMILES: C(O[C:4]([C:6]1[CH2:7][N:8]([C:22]([O:24][C:25]([CH3:28])([CH3:27])[CH3:26])=[O:23])[CH2:9][CH2:10][C:11]=1[NH:12][C:13]([O:15]C1C=CC=CC=1)=O)=[O:5])C.[CH2:29]([NH2:32])[C:30]#[CH:31].C1CCN2C(=NCCC2)CC1.NC(N)=O.[OH-].[Na+].Cl>C1COCC1>[C:25]([O:24][C:22]([N:8]1[CH2:9][CH2:10][C:11]2[NH:12][C:13](=[O:15])[N:32]([CH2:29][C:30]#[CH:31])[C:4](=[O:5])[C:6]=2[CH2:7]1)=[O:23])([CH3:26])([CH3:27])[CH3:28] |f:4.5|. Procedure details: Ethyl-4-phenoxycarbonylamino-1-tert-butoxycarbonyl-1,2,5,6-tetrahydropyridine-3-carboxylate (5.0 g) was dissolved in THF (50 ml), and propargylamine (1.32 ml) and 1,8-diazabicyclo[5.4.0]-7-undecene (DBU) (0.2 ml) were added and the resultant mixture was stirred at room temperature for 2 hours. After production of an intermediate (urea) was confirmed by TLC, a 5 N aqueous sodium hydroxide solution (5 ml) was added and the resultant mixture was further stirred at room temperature for 2 hours. To t... The product is C(C)(C)(C)OC(=O)N1CC2=C(NC(N(C2=O)CC#C)=O)CC1 (6-(tert-butoxycarbonyl)-3-propargyl-5,6,7,8-tetrahydropyrido[4,3-d]pyrimidine-2,4-dione). The reactants are resultant mixture, Cl (hydrochloric acid), resultant mixture, C(C#C)N (propargylamine), C1CCC2=NCCCN2CC1 (1,8-diazabicyclo[5.4.0]-7-undecene), NC(=O)N (urea), C(C)OC(=O)C=1CN(CCC1NC(=O)OC1=CC=CC=C1)C(=O)OC(C)(C)C (Ethyl-4-phenoxycarbonylamino-1-tert-butoxycarbonyl-1,2,5,6-tetrahydropyridine-3-carboxylate), [OH-].[Na+] (sodium hydroxide). Solvent: C1CCOC1 (THF). Reactants: CO, COC(=O)c1ccnc(C)c1, NN, O. Product: Cc1cc(C(=O)NN)ccn1. As a reaction SMILES: [CH3:15][OH:16].[CH3:1][O:2][C:3]([c:4]1[cH:5][c:6]([CH3:10])[n:7][cH:8][cH:9]1)=[O:11].[NH2:13][NH2:14].[OH2:12]>>[O:2]=[C:3]([c:4]1[cH:5][c:6]([CH3:10])[n:7][cH:8][cH:9]1)[NH:13][NH2:14]. Reactants: CCOC(=O)c1c(C)cc(C)nc1NCCSCc1nc[nH]c1C, Cl. Yields the product Cc1cc(C)c(C(=O)O)c(NCCSCc2nc[nH]c2C)n1. RXN SMILES: [CH3:1][c:2]1[c:3]([CH2:7][S:8][CH2:9][CH2:10][NH:11][c:12]2[n:13][c:14]([CH3:24])[cH:15][c:16]([CH3:23])[c:17]2[C:18](=[O:19])[O:20][CH2:21][CH3:22])[n:4][cH:5][nH:6]1.[ClH:25]>>[CH3:1][c:2]1[c:3]([CH2:7][S:8][CH2:9][CH2:10][NH:11][c:12]2[n:13][c:14]([CH3:24])[cH:15][c:16]([CH3:23])[c:17]2[C:18](=[O:19])[OH:20])[n:4][cH:5][nH:6]1. Starting materials: CO, COC(=O)c1ccc2c(C3CCCCC3)c3n(c2c1)CC(F)(C(=O)OC)Cc1ccccc1-3, Cl, [Na+], C1CCOC1, [OH-]. The product is COC(=O)c1ccc2c(C3CCCCC3)c3n(c2c1)CC(F)(C(=O)O)Cc1ccccc1-3. RXN SMILES: [CH3:37][OH:38].[CH:3]1([c:9]2[c:10]3[cH:11][cH:12][c:13]([C:32](=[O:33])[O:34][CH3:35])[cH:14][c:15]3[n:16]3[c:17]2-[c:18]2[c:19]([cH:28][cH:29][cH:30][cH:31]2)[CH2:20][C:21]([F:23])([C:24](=[O:25])[O:26][CH3:27])[CH2:22]3)[CH2:4][CH2:5][CH2:6][CH2:7][CH2:8]1.[ClH:36].[Na+:2].[O:39]1[CH2:40][CH2:41][CH2:42][CH2:43]1.[OH-:1]>>[CH:3]1([c:9]2[c:10]3[cH:11][cH:12][c:13]([C:32](=[O:33])[O:34][CH3:35])[cH:14][c:15]3[n:16]3[c:17]2-[c:18]2[c:19]([cH:28][cH:29][cH:30][cH:31]2)[CH2:20][C:21]([F:23])([C:24](=[O:25])[OH:26])[CH2:22]3)[CH2:4][CH2:5][CH2:6][CH2:7][CH2:8]1. Starting materials: N (ammonia), NC1=NC=CC2=CC=C(C=C12)C#N (1-amino-isoquinoline-7-carbonitrile), [H][H] (hydrogen). The reagents and catalysts are [Ni] (Ni). Solvent: CO (methanol). The product is NC1=NC=CC2=CC=C(C=C12)CN (1-amino-7-(aminomethyl)isoquinoline). The yield is 25.6%. As a reaction SMILES: N.[NH2:2][C:3]1[C:12]2[C:7](=[CH:8][CH:9]=[C:10]([C:13]#[N:14])[CH:11]=2)[CH:6]=[CH:5][N:4]=1.[H][H]>CO.[Ni]>[NH2:2][C:3]1[C:12]2[C:7](=[CH:8][CH:9]=[C:10]([CH2:13][NH2:14])[CH:11]=2)[CH:6]=[CH:5][N:4]=1. Reported procedure: Liquid ammonia (210 mL) was added to a mixture of 4.2 g of 1-amino-isoquinoline-7-carbonitrile and 4.0 g of Raney-Ni in 210 mL of methanol in a steel vessel. hydrogen was pressed upon until an initial pressure of 100 atm. was obtained. This mixture was reacted for 16 hours at ambient temperature, the catalyst subsequently removed by filtration and the solvent pumped off. The residue was purified by silica chromatography (methanol/ammonia saturated methanol=85:15, 8:2) yielding 1.1 g (25%) of the... Reactants: N(C(=N)N)C=1SC=C(N1)CCCCN (2-guanidino-4-(4-aminobutyl)thiazole), CSC(N[N+](=O)[O-])=N (2-methyl-1-nitroisothiourea). Solvent: C(C)O (ethanol). The product is N(C(=N)N)C=1SC=C(N1)CCCCNC(=N[N+](=O)[O-])N (2-guanidino-4-[4-(2-nitroguanidino)butyl]thiazole). As a reaction SMILES: [NH:1]([C:5]1[S:6][CH:7]=[C:8]([CH2:10][CH2:11][CH2:12][CH2:13][NH2:14])[N:9]=1)[C:2]([NH2:4])=[NH:3].CS[C:17](=[NH:22])[NH:18][N+:19]([O-:21])=[O:20]>C(O)C>[NH:1]([C:5]1[S:6][CH:7]=[C:8]([CH2:10][CH2:11][CH2:12][CH2:13][NH:14][C:17]([NH2:22])=[N:18][N+:19]([O-:21])=[O:20])[N:9]=1)[C:2]([NH2:4])=[NH:3]. Reported procedure: To a solution of 2-guanidino-4-(4-aminobutyl)thiazole (0.426 g.) in ethanol (10 ml.) was added 2-methyl-1-nitroisothiourea (0.270 g.). The mixture was heated under reflux for 4 hours, allowed to cool to room temperature, evaporated to dryness and the residue triturated with alcohol. The product was filtered off and dried to give 2-guanidino-4-[4-(2-nitroguanidino)butyl]thiazole, m.p. 180°-181° C.